This data is from the Open Reaction Database (ORD), a public repository of structured organic reaction records. The task is: describe an organic reaction: reactants, conditions, products, and yield The reactants are C(=O)O[C@H]1CN(CCC1)C=1N=C2N(C(C1/C=C/C(=O)OC(C)(C)C)=O)C=CC(=C2)\C=C\C=2SC=C(N2)C(C)C (tert-butyl (E)-3-{2-[(3R)-3-formyloxyhexahydro-1-pyridinyl]-8-[(E)-2-(4-isopropyl-1,3-thiazol-2-yl)-1-ethenyl]-4-oxo-4H-pyrido[1,2-a]pyrimidin-3-yl}-2-propenoate), C(=O)O[C@H]1CN(CCC1)C=1N=C2N(C(C1/C=C/C(=O)OC(C)(C)C)=O)C=CC(=C2)\C=C\C=2SC=C(N2)C(C)C (tert-Butyl (E)-3-{2-[(3R)-3-Formyloxyhexahydro-1-pyridinyl]-8-[(E)-2-(4-isopropyl-1,3-thiazol-2-yl)-1-ethenyl]-4-oxo-4H-pyrido[1,2-a]pyrimidin-3-yl}-2-propenoate), OC1CN(CCC1)C=1N=C2N(C(C1/C=C/C(=O)OC(C)(C)C)=O)C=CC(=C2)\C=C\C=2SC=C(N2)C(C)C (tert-Butyl (E)-3-{2-(3-hydroxypiperidino)-8-[(E)-2-(4-isopropyl-1,3-thiazol-2-yl)-1-ethenyl]-4-oxo-4H-pyrido[1,2-a]pyrimidin-3-yl}-2-propenoate). The product is O[C@H]1CN(CCC1)C=1N=C2N(C(C1/C=C/C(=O)OC(C)(C)C)=O)C=CC(=C2)\C=C\C=2SC=C(N2)C(C)C (tert-Butyl (E)-3-{2-[(3R)-3-Hydroxyhexahydro-1-pyridinyl]-8-[(E)-2-(4-isopropyl-1,3-thiazol-2-yl)-1-ethenyl]-4-oxo-4H-pyrido[1,2-a]pyrimidin-3-yl}-2-propenoate). Yield: 80.5%. RXN SMILES: C([O:3][C@@H:4]1[CH2:9][CH2:8][CH2:7][N:6]([C:10]2[N:11]=[C:12]3[CH:29]=[C:28](/[CH:30]=[CH:31]/[C:32]4[S:33][CH:34]=[C:35]([CH:37]([CH3:39])[CH3:38])[N:36]=4)[CH:27]=[CH:26][N:13]3[C:14](=[O:25])[C:15]=2/[CH:16]=[CH:17]/[C:18]([O:20][C:21]([CH3:24])([CH3:23])[CH3:22])=[O:19])[CH2:5]1)=O.OC1CCCN(C2N=C3C=C(/C=C/C4SC=C(C(C)C)N=4)C=CN3C(=O)C=2/C=C/C(OC(C)(C)C)=O)C1>>[OH:3][C@@H:4]1[CH2:9][CH2:8][CH2:7][N:6]([C:10]2[N:11]=[C:12]3[CH:29]=[C:28](/[CH:30]=[CH:31]/[C:32]4[S:33][CH:34]=[C:35]([CH:37]([CH3:39])[CH3:38])[N:36]=4)[CH:27]=[CH:26][N:13]3[C:14](=[O:25])[C:15]=2/[CH:16]=[CH:17]/[C:18]([O:20][C:21]([CH3:22])([CH3:23])[CH3:24])=[O:19])[CH2:5]1. Procedure: The tert-butyl (E)-3-{2-[(3R)-3-formyloxyhexahydro-1-pyridinyl]-8-[(E)-2-(4-isopropyl-1,3-thiazol-2-yl)-1-ethenyl]-4-oxo-4H-pyrido[1,2-a]pyrimidin-3-yl}-2-propenoate (488 mg, 0.886 mmol) obtained in (A) was treated in the same manner as in Example 102, (H) to obtain the title compound (373 mg, 81%).